From a dataset of the Open Reaction Database (ORD), a public repository of structured organic reaction records. describe an organic reaction: reactants, conditions, products, and yield Reactants: C(CCC(=O)OC)(=O)OCC(=O)C1=CC(=CC(=C1)C(F)(F)F)Cl (2-(3-chloro-5-(trifluoromethyl)phenyl)-2-oxoethyl methyl succinate), C(C)(=O)N (acetamide), B(F)(F)F.CCOCC (boron trifluoride diethyl etherate). Run in C(C)(=O)OCC (ethyl acetate). The product is ClC=1C=C(C=C(C1)C(F)(F)F)C=1N=C(OC1)CCC(=O)OC (methyl 3-(4-(3-chloro-5-(trifluoromethyl)phenyl)oxazol-2-yl)propanoate). The yield is 38.5%. As a reaction SMILES: [C:1]([O:9][CH2:10][C:11]([C:13]1[CH:18]=[C:17]([C:19]([F:22])([F:21])[F:20])[CH:16]=[C:15]([Cl:23])[CH:14]=1)=O)(=O)[CH2:2][CH2:3][C:4]([O:6][CH3:7])=[O:5].C([NH2:27])(=O)C.B(F)(F)F.CCOCC>C(OCC)(=O)C>[Cl:23][C:15]1[CH:14]=[C:13]([C:11]2[N:27]=[C:1]([CH2:2][CH2:3][C:4]([O:6][CH3:7])=[O:5])[O:9][CH:10]=2)[CH:18]=[C:17]([C:19]([F:22])([F:21])[F:20])[CH:16]=1 |f:2.3|. Reported procedure: A stirred solution of 2-(3-chloro-5-(trifluoromethyl)phenyl)-2-oxoethyl methyl succinate (Reference Example 35, 1.10 g, 3.12 mmol), acetamide (0.921 g, 15.59 mmol) and boron trifluoride diethyl etherate (0.565 g, 3.98 mmol) was heated at 140° C. for 2 h. After this time, the reaction mixture was cooled to room temperature, diluted with ethyl acetate, washed with saturated sodium bicarbonate, water, and saturated sodium chloride, dried (Na2SO4), filtered and concentrated under reduced pressure. T...